This data is from the Open Reaction Database (ORD), a public repository of structured organic reaction records. The task is: describe an organic reaction: reactants, conditions, products, and yield Reactants: C(Cl)Cl.CCCCCC (CH2Cl2 hexane), BrC1=C(C=C(C=C1)OC)F (4-bromo-3-fluoro anisole), CC=1C=C(C(=O)OC)C=CC1B1OC(C(O1)(C)C)(C)C (methyl 3-methyl-4-(4,4,5,5-tetramethyl-1,3,2-dioxaborolan-2-yl)benzoate), CC=1C=C(C(=O)OC)C=CC1B1OC(C(O1)(C)C)(C)C (methyl 3-methyl-4-(4,4,5,5-tetramethyl-1,3,2-dioxaborolan-2-yl)benzoate), C(=O)([O-])[O-].[Na+].[Na+] (Na2CO3). Reagents/catalysts: [Pd].C1(=CC=CC=C1)P(C1=CC=CC=C1)C1=CC=CC=C1.C1(=CC=CC=C1)P(C1=CC=CC=C1)C1=CC=CC=C1.C1(=CC=CC=C1)P(C1=CC=CC=C1)C1=CC=CC=C1.C1(=CC=CC=C1)P(C1=CC=CC=C1)C1=CC=CC=C1 (tetrakis(triphenylphosphine) palladium). Run in O.CCO.C1(=CC=CC=C1)C (water EtOH toluene). Product: FC1=C(C=CC(=C1)OC)C1=C(C=C(C=C1)C(=O)OC)C (Methyl 2′-fluoro-4′-methoxy-2-methylbiphenyl-4-carboxylate). Reaction SMILES: Br[C:2]1[CH:7]=[CH:6][C:5]([O:8][CH3:9])=[CH:4][C:3]=1[F:10].[CH3:11][C:12]1[CH:13]=[C:14]([CH:19]=[CH:20][C:21]=1B1OC(C)(C)C(C)(C)O1)[C:15]([O:17][CH3:18])=[O:16].C([O-])([O-])=O.[Na+].[Na+].C(Cl)Cl.CCCCCC>O.CCO.C1(C)C=CC=CC=1.[Pd].C1(P(C2C=CC=CC=2)C2C=CC=CC=2)C=CC=CC=1.C1(P(C2C=CC=CC=2)C2C=CC=CC=2)C=CC=CC=1.C1(P(C2C=CC=CC=2)C2C=CC=CC=2)C=CC=CC=1.C1(P(C2C=CC=CC=2)C2C=CC=CC=2)C=CC=CC=1>[F:10][C:3]1[CH:4]=[C:5]([O:8][CH3:9])[CH:6]=[CH:7][C:2]=1[C:21]1[CH:20]=[CH:19][C:14]([C:15]([O:17][CH3:18])=[O:16])=[CH:13][C:12]=1[CH3:11] |f:2.3.4,5.6,7.8.9,10.11.12.13.14|. Procedure: A mixture of 4-bromo-3-fluoro anisole (500 mg, 2.44 mmol), methyl 3-methyl-4-(4,4,5,5-tetramethyl-1,3,2-dioxaborolan-2-yl)benzoate (INTERMEDIATE 37, 875 mg, 3.17 mmol), tetrakis(triphenylphosphine) palladium (282 mg, 5% mol) and Na2CO3 (569 mg, 5.37 mmol) in 20 mL of water/EtOH/toluene (1:2:4) was heated at reflux for 4 h. TLC (CH2Cl2/hexane (1:1)) showed that the reaction was complete. The solvents were removed. Water (10 mL) was added. The organic was extracted with CH2Cl2 (3×10 mL). The combi... Reported procedure: 100 mg of N-[(R)-1-[(1,1-dimethylethoxy)carbonyl]-3-(1,3-dihydro-1,3-dioxo-2H-benz[f]isoindol-2-yl)propyl]-L-leucine, prepared as in Example L, was added to a mixture of 0.174 mL of diisopropylethylamine, 1 mL DMF, and 1.1 mL of 0.45M hydroxybenzotriazol-benzotriazoltetramethyluronium hexafluorophosphate in DMF at 5° C. 75 mg of 4-(Aminomethyl)-benzoic acid was added and the mixture was stirred for 24 h. The solvents were removed by evaporation to give the title compound; 84 mg. Yields the product CC(C)(C)C(=O)[C@@H](CCN1C(C=2C=C3C(=CC2C1=O)C=CC=C3)=O)N[C@H](C(=O)NCC3=CC=C(C(=O)O)C=C3)CC(C)C (4-[2-(S)-[1-(R)-(1,1-dimethylethyl)Carbonyl-3-(1,3-dioxo1,3-dihydro-benzo[f]isoindol-2-yl)-propylamino]-4-methyl-pentanoylamino-methyl)-benzoic acid). Reaction SMILES: CC(C)(O[C:5]([C@H:7]([NH:25][C@H:26]([C:31]([OH:33])=O)[CH2:27][CH:28]([CH3:30])[CH3:29])[CH2:8][CH2:9][N:10]1[C:18](=[O:19])[C:17]2[CH:16]=[C:15]3[CH:20]=[CH:21][CH:22]=[CH:23][C:14]3=[CH:13][C:12]=2[C:11]1=[O:24])=[O:6])C.C(N([CH:41]([CH3:43])[CH3:42])CC)(C)C.[NH2:44][CH2:45][C:46]1[CH:54]=[CH:53][C:49]([C:50]([OH:52])=[O:51])=[CH:48][CH:47]=1.[CH3:55]N(C=O)C>>[CH3:42][C:41]([C:5]([C@H:7]([NH:25][C@@H:26]([CH2:27][CH:28]([CH3:29])[CH3:30])[C:31]([NH:44][CH2:45][C:46]1[CH:47]=[CH:48][C:49]([C:50]([OH:52])=[O:51])=[CH:53][CH:54]=1)=[O:33])[CH2:8][CH2:9][N:10]1[C:11](=[O:24])[C:12]2[CH:13]=[C:14]3[CH:23]=[CH:22][CH:21]=[CH:20][C:15]3=[CH:16][C:17]=2[C:18]1=[O:19])=[O:6])([CH3:43])[CH3:55]. The reactants are CC(C)(OC(=O)[C@@H](CCN1C(C=2C=C3C(=CC2C1=O)C=CC=C3)=O)N[C@@H](CC(C)C)C(=O)O)C (N-[(R)-1-[(1,1-dimethylethoxy)carbonyl]-3-(1,3-dihydro-1,3-dioxo-2H-benz[f]isoindol-2-yl)propyl]-L-leucine), NCC1=CC=C(C(=O)O)C=C1 (4-(Aminomethyl)-benzoic acid), C(C)(C)N(CC)C(C)C (diisopropylethylamine), hydroxybenzotriazol-benzotriazoltetramethyluronium hexafluorophosphate, CN(C)C=O (DMF), CN(C)C=O (DMF). Run at time 24 hour. RXN SMILES: [OH-].[Na+].C([O:5][C:6]([C:8]1[CH:12]=[C:11]([CH2:13][CH2:14][C:15]2[CH:20]=[CH:19][C:18]([O:21][CH3:22])=[CH:17][CH:16]=2)[NH:10][N:9]=1)=[O:7])C>CO>[CH3:22][O:21][C:18]1[CH:19]=[CH:20][C:15]([CH2:14][CH2:13][C:11]2[NH:10][N:9]=[C:8]([C:6]([OH:7])=[O:5])[CH:12]=2)=[CH:16][CH:17]=1 |f:0.1|. Solvent: CO (MeOH). Yields the product COC1=CC=C(C=C1)CCC1=CC(=NN1)C(=O)O (5-[2-(4-Methoxyphenyl)-ethyl]-1H-pyrazole-3-carboxylic acid). The reactants are [OH-].[Na+] (NaOH), C(C)OC(=O)C1=NNC(=C1)CCC1=CC=C(C=C1)OC (5-[2-(4-Methoxyphenyl)-ethyl]-1H-pyrazole-3-carboxylic acid ethyl ester). Procedure details: Freshly prepared aq. NaOH (10 M in H2O, 25.4 mmol) was added to a stirring, room temperature solution of 23 (1.391 g, 5.07 mmol) in MeOH (12.7 mL, 0.4 M) under N2. The reaction was then heated to reflux until the reaction was judged complete by HPLC (30 min): The reaction was concentrated and then dissolved in 10 mL H2O. The reaction was extracted with a small amount of EtOAc, then the aqueous layer was made acidic (pH=2) with the dropwise addition of 10% aq. HCl. The white solid that precipitat...